From a dataset of the Open Reaction Database (ORD), a public repository of structured organic reaction records. describe an organic reaction: reactants, conditions, products, and yield Starting materials: C(CCC)OC(=O)C=1N=C(C2=CC=C(C=C2C1O)OC(C)C)Cl (1-chloro-4-hydroxy-6-isopropoxy-isoquinoline-3-carboxylic acid butyl ester), NCCO (2-amino-ethanol). The product is OCCNC(=O)C=1N=C(C2=CC=C(C=C2C1O)OC(C)C)Cl (1-Chloro-4-hydroxy-6-isopropoxy-isoquinoline-3-carboxylic acid (2-hydroxy-ethyl)-amide). RXN SMILES: C(O[C:6]([C:8]1[N:9]=[C:10]([Cl:23])[C:11]2[C:16]([C:17]=1[OH:18])=[CH:15][C:14]([O:19][CH:20]([CH3:22])[CH3:21])=[CH:13][CH:12]=2)=[O:7])CCC.[NH2:24][CH2:25][CH2:26][OH:27]>>[OH:27][CH2:26][CH2:25][NH:24][C:6]([C:8]1[N:9]=[C:10]([Cl:23])[C:11]2[C:16]([C:17]=1[OH:18])=[CH:15][C:14]([O:19][CH:20]([CH3:21])[CH3:22])=[CH:13][CH:12]=2)=[O:7]. Reported procedure: Synthesized from 1-chloro-4-hydroxy-6-isopropoxy-isoquinoline-3-carboxylic acid butyl ester (can be obtained according to U.S. Pat. No. 6,093,730, October 1998, Weidmann et al.) and 2-amino-ethanol in analogy to example B-5; MS-(+)-ion: M+1=325.1. Reaction conditions: temperature 80 celsius. The reactants are C1=CC=C(C=C1)N, CNC(=O)C1=CC(=NC(=C1)Cl)Cl. Reported procedure: SODIUM TERT-BUTOXIDE (0.984 g, 10.24 mmol) was added to 2,6-dichloro-N- methylisonicotinamide (1.5 g, 7.32 mmol), ANILINE (0.667 mL, 7.32 mmol), PALLADIUM(II) ACETATE (0.016 g, 0.07 mmol) and XANTPHOS (0.127 g, 0.22 mmol) in toluene (30 mL) under nitrogen. The resulting mixture was stirred at 80 °C for 4 hours. The reaction mixture was evaporated to dryness and redissolved in EtOAc (100 mL), and washed sequentially with water (2 x 50 mL) and saturated brine (50 mL). The organic layer was dried o... The reagents and catalysts are CC(C)(C)[O-].[Na+], CC1(C2=C(C(=CC=C2)P(C3=CC=CC=C3)C4=CC=CC=C4)OC5=C1C=CC=C5P(C6=CC=CC=C6)C7=CC=CC=C7)C, CC(=O)O.CC(=O)O.[Pd]. Solvent: CC1=CC=CC=C1. Product: CNC(=O)C1=CC(=NC(=C1)Cl)NC2=CC=CC=C2. Isolated yield 52.9%. Starting materials: COC=1C=C(CC(C(=O)OCC)C#N)C=C(C1OC)OC (ethyl 3,4,5-trimethoxybenzylcyanoacetate), C(OCC)(OCC)OCC (triethyl orthoformate). Product: C(C)OC(OCC)C(C#N)CC1=CC(=C(C(=C1)OC)OC)OC (diethoxymethyl-β-(3,4,5-trimethoxy phenyl)propionitrile). Yield: 82.0%. Reaction SMILES: [CH3:1][O:2][C:3]1[CH:4]=[C:5]([CH:15]=[C:16]([O:20][CH3:21])[C:17]=1[O:18][CH3:19])[CH2:6][CH:7]([C:13]#[N:14])[C:8]([O:10][CH2:11][CH3:12])=[O:9].C(OCC)(OCC)O[CH2:24][CH3:25]>>[CH2:11]([O:10][CH:8]([CH:7]([CH2:6][C:5]1[CH:15]=[C:16]([O:20][CH3:21])[C:17]([O:18][CH3:19])=[C:3]([O:2][CH3:1])[CH:4]=1)[C:13]#[N:14])[O:9][CH2:24][CH3:25])[CH3:12]. Procedure details: A solution of ethyl 3,4,5-trimethoxybenzylcyanoacetate (14.7 g) in triethyl orthoformate (100 ml) has heated at reflux for 18 hours using a steam-jacketed column for continuous removal of ethanol. The solution was cooled, and most of the excess orthoformate was removed in vacuo. The crystals obtained were washed with ether and dried to yield colourless crystals of α-carbethoxy-of diethoxymethyl-β-(3,4,5-trimethoxy phenyl)propionitrile (16.3 g, 82%), m.p. 91°; nmr (CDCl3) δ1.13, 1.20, and 1.32 (t... Starting materials: CCN=C=NCCCN(C)C, COc1cccc(C(=O)O)c1, CN(C)C=O, CCN(C(C)C)C(C)C, Cl, COc1cc2[nH]nc(-c3cccc(F)c3)c2cc1CN, O, On1nnc2ccccc21. The product is COc1cccc(C(=O)NCc2cc3c(-c4cccc(F)c4)n[nH]c3cc2OC)c1. RXN SMILES: [CH2:52]([N:53]=[C:54]=[N:55][CH2:56][CH2:57][CH2:58][N:59]([CH3:60])[CH3:61])[CH3:62].[CH3:40][O:41][c:42]1[cH:43][c:44]([C:45](=[O:46])[OH:47])[cH:48][cH:49][cH:50]1.[CH3:63][N:64]([CH3:65])[CH:66]=[O:67].[CH:31]([N:32]([CH:33]([CH3:34])[CH3:35])[CH2:36][CH3:37])([CH3:38])[CH3:39].[ClH:51].[F:1][c:2]1[cH:3][c:4](-[c:8]2[n:9][nH:10][c:11]3[cH:12][c:13]([O:19][CH3:20])[c:14]([CH2:17][NH2:18])[cH:15][c:16]23)[cH:5][cH:6][cH:7]1.[OH2:68].[OH:21][n:22]1[c:23]2[cH:24][cH:25][cH:26][cH:27][c:28]2[n:29][n:30]1>>[F:1][c:2]1[cH:3][c:4](-[c:8]2[n:9][nH:10][c:11]3[cH:12][c:13]([O:19][CH3:20])[c:14]([CH2:17][NH:18][C:45]([c:44]4[cH:43][c:42]([O:41][CH3:40])[cH:50][cH:49][cH:48]4)=[O:46])[cH:15][c:16]23)[cH:5][cH:6][cH:7]1. The reactants are CCN(C(C)C)C(C)C (DIEA), Cl.Cl.ClC1=CC=C(C=C1)[C@H](C(=O)N1CCN(CC1)C1=C2C(=NC=C1C1=CC=CC=C1)NN=C2OC)CNC(C)C ((S)-2-(4-chlorophenyl)-3-(isopropylamino)-1-(4-(3-methoxy-5-phenyl-1H-pyrazolo[3,4-b]pyridin-4-yl)piperazin-1-yl)propan-1-one dihydrochloride), C(C)(C)(C)OC(=O)N[C@@H](C(=O)O)CC1=CC=C(C=C1)Cl ((R)-2-(tert-butoxycarbonylamino)-3-(4-chlorophenyl)propanoic acid), CN(C)C(=[N+](C)C)ON1C2=C(C=CC=C2)N=N1.[B-](F)(F)(F)F (TBTU). The solvent is C(Cl)Cl (DCM). Reaction conditions: time 1 hour. Product: ClC1=CC=C(C=C1)C[C@H](C(=O)N1CCN(CC1)C1=C2C(=NC=C1C1=CC=CC=C1)NN=C2OC)NC(OC(C)(C)C)=O ((R)-tert-butyl 3-(4-chlorophenyl)-1-(4-(3-methoxy-5-phenyl-1H-pyrazolo[3,4-b]pyridin-4-yl)piperazin-1-yl)-1-oxopropan-2-ylcarbamate). RXN SMILES: CCN(C(C)C)C(C)C.Cl.Cl.ClC1C=CC([C@@H](CNC(C)C)[C:20]([N:22]2[CH2:27][CH2:26][N:25]([C:28]3[C:33]([C:34]4[CH:39]=[CH:38][CH:37]=[CH:36][CH:35]=4)=[CH:32][N:31]=[C:30]4[NH:40][N:41]=[C:42]([O:43][CH3:44])[C:29]=34)[CH2:24][CH2:23]2)=[O:21])=CC=1.[C:50]([O:54][C:55]([NH:57][C@H:58]([CH2:62][C:63]1[CH:68]=[CH:67][C:66]([Cl:69])=[CH:65][CH:64]=1)C(O)=O)=[O:56])([CH3:53])([CH3:52])[CH3:51].CN(C(ON1N=NC2C=CC=CC1=2)=[N+](C)C)C.[B-](F)(F)(F)F>C(Cl)Cl>[Cl:69][C:66]1[CH:65]=[CH:64][C:63]([CH2:62][C@@H:58]([NH:57][C:55](=[O:56])[O:54][C:50]([CH3:52])([CH3:51])[CH3:53])[C:20]([N:22]2[CH2:27][CH2:26][N:25]([C:28]3[C:33]([C:34]4[CH:39]=[CH:38][CH:37]=[CH:36][CH:35]=4)=[CH:32][N:31]=[C:30]4[NH:40][N:41]=[C:42]([O:43][CH3:44])[C:29]=34)[CH2:24][CH2:23]2)=[O:21])=[CH:68][CH:67]=1 |f:1.2.3,5.6|. Reported procedure: DIEA (0.0558 mL, 0.320 mmol) was added to 3-methoxy-5-phenyl-4-(piperazin-1-yl)-1H-pyrazolo[3,4-b]pyridine dihydrochloride (0.034 g, 0.080 mmol, see Example 9), (R)-2-(tert-butoxycarbonylamino)-3-(4-chlorophenyl)propanoic acid (0.024 g, 0.080 mmol) and TBTU (0.0308 g, 0.0961 mmol) in DCM (1 mL) and stirred at room temperature for 1 hour. The reaction was then concentrated to dryness. The resulting residue was dissolved in THF/MeOH (2 mL, 1:1), and an aqueous LiOH solution (1 mL, 2M) was added. I...